This data is from the Open Reaction Database (ORD), a public repository of structured organic reaction records. The task is: describe an organic reaction: reactants, conditions, products, and yield The reactants are O=C(n1ccnc1)n1ccnc1, CN(C)C=O, CC(C)=O, Nc1nnn[nH]1, O=C(O)c1ccc2nc3cscc3c(=O)n2c1, O. Yields the product O=C(Nc1nnn[nH]1)c1ccc2nc3cscc3c(=O)n2c1. Reaction SMILES: [C:18]([n:19]1[cH:20][cH:21][n:22][cH:23]1)([n:24]1[cH:25][cH:26][n:27][cH:28]1)=[O:29].[CH3:37][N:38]([CH3:39])[CH:40]=[O:41].[CH3:42][C:43](=[O:44])[CH3:45].[NH2:31][c:32]1[n:33][n:34][n:35][nH:36]1.[O:1]=[c:2]1[c:3]2[c:4]([n:5][c:6]3[n:7]1[cH:8][c:9]([C:12](=[O:13])[OH:14])[cH:10][cH:11]3)[cH:15][s:16][cH:17]2.[OH2:30]>>[O:1]=[c:2]1[c:3]2[c:4]([n:5][c:6]3[n:7]1[cH:8][c:9]([C:12](=[O:14])[NH:31][c:32]1[n:33][n:34][n:35][nH:36]1)[cH:10][cH:11]3)[cH:15][s:16][cH:17]2.